Dataset: the Open Reaction Database (ORD), a public repository of structured organic reaction records. Task: describe an organic reaction: reactants, conditions, products, and yield Starting materials: FC(S(=O)(=O)[O-])(F)F.[Bi+3].FC(S(=O)(=O)[O-])(F)F.FC(S(=O)(=O)[O-])(F)F (Bismuth(III)trifluoromethanesulfonate), ClC=1C=C(C=CC1Cl)C1C2(CO2)CN(CCO1)C(=O)OC(C)(C)C (tert-butyl (3RS,4SR)-4-(3,4-dichlorophenyl)-1,5-dioxa-8-azaspiro[2.6]nonane-8-carboxylate), C(O)([O-])=O.[Na+] (sodium hydrogen carbonate). The solvent is C1CCOC1.O (THF water). Run at temperature 80 celsius, time 8 hour. Yields the product Cl.ClC=1C=C(C=CC1Cl)C1C(CNCCO1)(O)CO (7-(3,4-dichlorophenyl)-6-(hydroxymethyl)-1,4-oxazepan-6-ol monohydrochloride). As a reaction SMILES: FC(F)(F)S([O-])(=O)=O.[Bi+3].FC(F)(F)S([O-])(=O)=O.FC(F)(F)S([O-])(=O)=O.[Cl:26][C:27]1[CH:28]=[C:29]([CH:34]2[O:42][CH2:41][CH2:40][N:39](C(OC(C)(C)C)=O)[CH2:38][C:35]32[O:37][CH2:36]3)[CH:30]=[CH:31][C:32]=1[Cl:33].C(=O)([O-])[OH:51].[Na+]>C1COCC1.O>[ClH:26].[Cl:26][C:27]1[CH:28]=[C:29]([CH:34]2[O:42][CH2:41][CH2:40][NH:39][CH2:38][C:35]2([CH2:36][OH:51])[OH:37])[CH:30]=[CH:31][C:32]=1[Cl:33] |f:0.1.2.3,5.6,7.8,9.10|. Procedure details: Bismuth(III)trifluoromethanesulfonate (228 mg) was added to a mixed solution of tert-butyl (3RS,4SR)-4-(3,4-dichlorophenyl)-1,5-dioxa-8-azaspiro[2.6]nonane-8-carboxylate (59 mg) in THF/water (v/v=4/1, 5 mL), and the mixture was stirred at 80° C. overnight. To the reaction mixture was added saturated aqueous sodium hydrogen carbonate, and the mixture was extracted with ethyl acetate. The extract was washed with brine, and dried over anhydrous sodium sulfate. The solvent was evaporated under reduc... RXN SMILES: [F:1][C:2]1[CH:7]=[CH:6][C:5]([NH:8][S:9]([CH2:12][C:13]([OH:15])=O)(=[O:11])=[O:10])=[CH:4][C:3]=1[C:16]([F:19])([F:18])[F:17].[OH:20][CH:21]([CH:24]1[CH2:28][O:27][C:26]([CH3:30])([CH3:29])[O:25]1)[CH2:22][NH2:23]>O1CCOCC1>[OH:20][CH:21]([CH:24]1[CH2:28][O:27][C:26]([CH3:30])([CH3:29])[O:25]1)[CH2:22][NH:23][C:13](=[O:15])[CH2:12][S:9](=[O:10])(=[O:11])[NH:8][C:5]1[CH:6]=[CH:7][C:2]([F:1])=[C:3]([C:16]([F:19])([F:18])[F:17])[CH:4]=1. The product is OC(CNC(CS(NC1=CC(=C(C=C1)F)C(F)(F)F)(=O)=O)=O)C1OC(OC1)(C)C (2-[N-(4-Fluoro-3-trifluoromethylphenyl)sulfamoyl] acetic acid-[2-hydroxy-2-(2,2-dimethyl-1,3-dioxolan-4-yl)-ethylamide]). Reported procedure: Analogously to the instructions for Example 9(a), 2.21 g (7 mmol) of 2-[N-(4-fluoro-3-trifluoromethyl-phenyl)sulfamoyl] acetic acid in dioxane is reacted with 1.13 g (7 mmol) of 2-hydroxy-2-(2,2-dimethyl-1,3-dioxolan-4-yl)-ethylamine for about 1 hour at 90° C. After concentration by evaporation and crystallization from ethanol/ether, 2.87 g=92.3% of the theoretical yield is obtained as a crystallizate. Melting point 144°-146° C. The reactants are FC1=C(C=C(C=C1)NS(=O)(=O)CC(=O)O)C(F)(F)F (2-[N-(4-fluoro-3-trifluoromethyl-phenyl)sulfamoyl] acetic acid), OC(CN)C1OC(OC1)(C)C (2-hydroxy-2-(2,2-dimethyl-1,3-dioxolan-4-yl)-ethylamine). Run in O1CCOCC1 (dioxane). Reactants: ClC1=C(C(=CC=C1)Cl)N1C(CCC2=C(C=C(C=C12)OC)C1=C(C=C(C=C1)F)F)=O (1-(2,6-dichlorophenyl)-5-(2,4-difluorophenyl)-3,4-dihydro-7-methoxy-2(1H)-quinolinone), BrC1=C2CCC(N(C2=CC(=C1)OC)C1=C(C=CC=C1Cl)Cl)=O (5-bromo-1-(2,6-dichlorophenyl)-3,4-dihydro-7-methoxy-2(1H)-quinolinone), BrC1=C2CCC(N(C2=CC(=C1)OC)C1=C(C=CC=C1Cl)Cl)=O (5-bromo-1-(2,6-dichlorophenyl)-3,4-dihydro-7-methoxy-2(1H)-quinolinone), ClC1=C(C=CC=C1)B(O)O (2-chlorophenylboronic acid). The product is ClC1=C(C=CC=C1)C1=C2CCC(N(C2=CC(C1)(OC)O)C1=C(C=CC=C1Cl)Cl)=O (5-(2-Chlorophenyl)-1-(2,6-dichlorophenyl)-3,4-dihydro-7-hydroxy-7-methoxy-2(1H)-quinolinone). As a reaction SMILES: Br[C:2]1[CH:11]=[C:10]([O:12][CH3:13])[CH:9]=[C:8]2[C:3]=1[CH2:4][CH2:5][C:6](=[O:22])[N:7]2[C:14]1[C:19]([Cl:20])=[CH:18][CH:17]=[CH:16][C:15]=1[Cl:21].[Cl:23][C:24]1[CH:29]=[CH:28][CH:27]=[CH:26][C:25]=1B(O)O.ClC1C=CC=C(Cl)C=1N1C2C(=C(C3C=CC(F)=CC=3F)C=C([O:51]C)C=2)CCC1=O>>[Cl:23][C:24]1[CH:29]=[CH:28][CH:27]=[CH:26][C:25]=1[C:2]1[CH2:11][C:10]([OH:51])([O:12][CH3:13])[CH:9]=[C:8]2[C:3]=1[CH2:4][CH2:5][C:6](=[O:22])[N:7]2[C:14]1[C:19]([Cl:20])=[CH:18][CH:17]=[CH:16][C:15]=1[Cl:21]. Procedure details: 5-(2-Chlorophenyl)-1-(2,6-dichlorophenyl)-3,4-dihydro-7-hydroxy-7-methoxy-2(1H)-quinolinone was prepared from 5-bromo-1-(2,6-dichlorophenyl)-3,4-dihydro-7-methoxy-2(1H)-quinolinone (INTERMEDIATE 1) and 2-chlorophenylboronic acid by a procedure analogous to that described in INTERMEDIATE 2. Mass spectrum (ESI) 434.0 (M+1). 1H NMR (500 MHz, CDCl3): δ 7.43-7.54 (m, 2H); 7.30-7.42 (m, 4H) 6.48 (d, J=2.5 Hz, 1H); 5.82 (d, J=2.5 Hz, 1H); 5.89 (d, J=2.5 Hz, 1H); 3.69 (s, 3H); 2.63-2.88 (m, 4H). Reactants: CO, [N-]=[N+]=NCc1cccnc1N1CCOCC1. Product: NCc1cccnc1N1CCOCC1. RXN SMILES: [CH3:17][OH:18].[N:1](=[N+:2]=[N-:3])[CH2:4][c:5]1[c:6]([N:11]2[CH2:12][CH2:13][O:14][CH2:15][CH2:16]2)[n:7][cH:8][cH:9][cH:10]1>>[NH2:1][CH2:4][c:5]1[c:6]([N:11]2[CH2:12][CH2:13][O:14][CH2:15][CH2:16]2)[n:7][cH:8][cH:9][cH:10]1. Reactants: O=C(n1ccnc1)n1ccnc1, CCN(CC)CCCCN, C1CCOC1, CC(C)NCCS(=O)(=O)c1ccccc1. The product is CCN(CC)CCCCNC(=O)N(CCS(=O)(=O)c1ccccc1)C(C)C. Reaction SMILES: [C:1](=[O:2])([n:3]1[cH:4][cH:5][n:6][cH:7]1)[n:8]1[cH:9][cH:10][n:11][cH:12]1.[CH2:13]([CH3:14])[N:15]([CH2:16][CH2:17][CH2:18][CH2:19][NH2:20])[CH2:21][CH3:22].[O:38]1[CH2:39][CH2:40][CH2:41][CH2:42]1.[c:23]1([S:29](=[O:30])(=[O:31])[CH2:32][CH2:33][NH:34][CH:35]([CH3:36])[CH3:37])[cH:24][cH:25][cH:26][cH:27][cH:28]1>>[C:1](=[O:2])([NH:20][CH2:19][CH2:18][CH2:17][CH2:16][N:15]([CH2:13][CH3:14])[CH2:21][CH3:22])[N:34]([CH2:33][CH2:32][S:29]([c:23]1[cH:24][cH:25][cH:26][cH:27][cH:28]1)(=[O:30])=[O:31])[CH:35]([CH3:36])[CH3:37]. Product: C(C)OC1=CC=2[C@@H]3[C@H](N=C(C2C=C1OC)C1=CC=C(C=C1)C(=O)N1CCC(CC1)N1C(N(C2=C(C1=O)SC(=C2)C2=CC=C(C=C2)F)CC2=NC(=NO2)CC)=O)CCSC3 (3-[1-({4-[(4aR,10bR)-9-ethoxy-8-methoxy-3,4,4a,10b-tetrahydro-1H-thiopyrano[4,3-c]isoquinolin-6-yl]phenyl}carbonyl)piperidin-4-yl]-1-[(3-ethyl-1,2,4-oxadiazol-5-yl)methyl]-6-(4-fluorophenyl)thieno[3,2-d]pyrimidine-2,4(1H,3H)-dione). The solvent is CN(C)C=O (DMF). Starting materials: Cl.C(C)C1=NOC(=N1)CN1C(N(C(C2=C1C=C(S2)C2=CC=C(C=C2)F)=O)C2CCNCC2)=O (1-[(3-ethyl-1,2,4-oxadiazol-5-yl)methyl]-6-(4-fluorophenyl)-3-(piperidin-4-yl)thieno[3,2-d]pyrimidine-2,4(1H,3H)-dione hydrochloride), C(C)OC1=CC=2[C@@H]3[C@H](N=C(C2C=C1OC)C1=CC=C(C(=O)O)C=C1)CCSC3 (4-[(4aR,10bR)-9-ethoxy-8-methoxy-3,4,4a,10b-tetrahydro-1H-thiopyrano[4,3-c]isoquinolin-6-yl]benzoic acid), C=1C=CC2=C(C1)N=NN2O (HOBt), CCN=C=NCCCN(C)C (EDCI). Reaction SMILES: Cl.[CH2:2]([C:4]1[N:8]=[C:7]([CH2:9][N:10]2[C:15]3[CH:16]=[C:17]([C:19]4[CH:24]=[CH:23][C:22]([F:25])=[CH:21][CH:20]=4)[S:18][C:14]=3[C:13](=[O:26])[N:12]([CH:27]3[CH2:32][CH2:31][NH:30][CH2:29][CH2:28]3)[C:11]2=[O:33])[O:6][N:5]=1)[CH3:3].[CH2:34]([O:36][C:37]1[C:46]([O:47][CH3:48])=[CH:45][C:44]2[C:43]([C:49]3[CH:57]=[CH:56][C:52]([C:53](O)=[O:54])=[CH:51][CH:50]=3)=[N:42][C@@H:41]3[CH2:58][CH2:59][S:60][CH2:61][C@@H:40]3[C:39]=2[CH:38]=1)[CH3:35].C1C=CC2N(O)N=NC=2C=1.CCN=C=NCCCN(C)C>CN(C=O)C>[CH2:34]([O:36][C:37]1[C:46]([O:47][CH3:48])=[CH:45][C:44]2[C:43]([C:49]3[CH:50]=[CH:51][C:52]([C:53]([N:30]4[CH2:31][CH2:32][CH:27]([N:12]5[C:13](=[O:26])[C:14]6[S:18][C:17]([C:19]7[CH:20]=[CH:21][C:22]([F:25])=[CH:23][CH:24]=7)=[CH:16][C:15]=6[N:10]([CH2:9][C:7]6[O:6][N:5]=[C:4]([CH2:2][CH3:3])[N:8]=6)[C:11]5=[O:33])[CH2:28][CH2:29]4)=[O:54])=[CH:56][CH:57]=3)=[N:42][C@@H:41]3[CH2:58][CH2:59][S:60][CH2:61][C@@H:40]3[C:39]=2[CH:38]=1)[CH3:35] |f:0.1|. Reported procedure: 1-[(3-ethyl-1,2,4-oxadiazol-5-yl)methyl]-6-(4-fluorophenyl)-3-(piperidin-4-yl)thieno[3,2-d]pyrimidine-2,4(1H,3H)-dione hydrochloride (310 mg; compound B87) is reacted with 4-[(4aR,10bR)-9-ethoxy-8-methoxy-3,4,4a,10b-tetrahydro-1H-thiopyrano[4,3-c]isoquinolin-6-yl]benzoic acid (216 mg; compound C10) and HOBt (83 mg) and EDCI (104 mg) in DMF (10 ml) according to the procedure described in example 46 to afford the title compound after purification by flash column chromatography [amino phase silica ... As a reaction SMILES: [CH3:29][OH:30].[CH3:31][CH2:32][OH:33].[ClH:1].[N:24](=[O:25])[O:26][CH2:27][CH3:28].[NH2:2][CH:3]([CH2:4][CH2:5][C:6](=[O:7])[NH:8][CH:9]([C:10]([CH3:11])([CH3:12])[SH:13])[C:14](=[O:15])[NH:16][CH2:17][C:18](=[O:19])[OH:20])[C:21](=[O:22])[OH:23]>>[ClH:1].[NH2:2][CH:3]([CH2:4][CH2:5][C:6](=[O:7])[NH:8][CH:9]([C:10]([CH3:11])([CH3:12])[S:13][N:24]=[O:25])[C:14](=[O:15])[NH:16][CH2:17][C:18](=[O:19])[OH:20])[C:21](=[O:22])[OH:23]. Reactants: CO, CCO, Cl, CCON=O, CC(C)(S)C(NC(=O)CCC(N)C(=O)O)C(=O)NCC(=O)O. Product: Cl, CC(C)(SN=O)C(NC(=O)CCC(N)C(=O)O)C(=O)NCC(=O)O. Starting materials: CI (MeI), 3-N, CC1=C(C=C(C(=C1C)O)C)O (2,3,5-trimethyl-benzene-1,4-diol), C([O-])([O-])=O.[K+].[K+] (Potassium carbonate). Run in CCC(=O)C (MEK). Run at temperature 65 celsius, time 30 minute. The product is COC1=C(C(=C(C(=C1)C)OC)C)C (1,4-dimethoxy-2,3,5-trimethyl-benzene). The yield is 79.4%. As a reaction SMILES: [CH3:1][C:2]1[C:7]([CH3:8])=[C:6](O)[C:5]([CH3:10])=[CH:4][C:3]=1[OH:11].[C:12](=[O:15])([O-])[O-].[K+].[K+].[CH3:18]I>CCC(C)=O>[CH3:18][O:11][C:3]1[CH:4]=[C:5]([CH3:10])[C:6]([O:15][CH3:12])=[C:7]([CH3:8])[C:2]=1[CH3:1] |f:1.2.3|. Reported procedure: A 2 L 3-N flask was charged with 2,3,5-trimethyl-benzene-1,4-diol (Ex-1B-1) (50 g, 0.33 mol) and MEK (750 mL) to yield an amber solution. Potassium carbonate (210 g, 1.64 mol) was charged to the solution. After 30 min at RT, MeI (81.2 mL, 1.31 mol) was added to the brown suspension. The reaction mixture was heated to 65° C. for 72 h. After cooling to RT, the reaction mixture was concentrated to dryness by rotary evaporation to give a white paste. The paste was washed with EtOAc (3×300 mL). The E... As a reaction SMILES: [CH:1]1[C:10]2[CH:9]=[CH:8][CH:7]=[C:6]([SH:11])[C:5]=2[CH:4]=[CH:3][N:2]=1.C(=O)([O-])[O-].[K+].[K+].Cl[C:19]1[CH:24]=[CH:23][C:22]([N:25]2[CH:29]=[CH:28][N:27]=[CH:26]2)=[CH:21][C:20]=1[N+:30]([O-:32])=[O:31]>CN(C=O)C>[N:25]1([C:22]2[CH:23]=[CH:24][C:19]([S:11][C:6]3[CH:7]=[CH:8][CH:9]=[C:10]4[C:5]=3[CH:4]=[CH:3][N:2]=[CH:1]4)=[C:20]([N+:30]([O-:32])=[O:31])[CH:21]=2)[CH:29]=[CH:28][N:27]=[CH:26]1 |f:1.2.3|. Isolated yield 97.6%. The reactants are C1=NC=CC=2C(=CC=CC12)S (5-isoquinolinethiol), C([O-])([O-])=O.[K+].[K+] (potassium carbonate), ClC1=C(C=C(C=C1)N1C=NC=C1)[N+](=O)[O-] (1-(4-chloro-3-nitrophenyl)-1H-imidazole). Conditions: temperature 100 celsius, time 2.5 hour. The solvent is CN(C)C=O (DMF). Reported procedure: According to the method in Example 10, a mixture of 5-isoquinolinethiol 360 mg (2.2 mmol), DMF 9 ml, potassium carbonate 600 mg (4.3 mmol) and 1-(4-chloro-3-nitrophenyl)-1H-imidazole 420 mg (2.0 mmol) was stirred at 100° C. for 2.5 hours, and 5-[4-(1H-1-imidazolyl)-2-nitrophenylsulfanyl)isoquinoline 680 mg (97.6%) was obtained. The product is N1(C=NC=C1)C1=CC(=C(C=C1)SC1=C2C=CN=CC2=CC=C1)[N+](=O)[O-] (5-[4-(1H-1-imidazolyl)-2-nitrophenylsulfanyl)isoquinoline). Starting materials: CC(CC1NCCNCCNCCNCCNC1)C (2-(2-methylpropyl)-1,4,7,10,13-pentaazacyclopentadecane), Example 5D, [Cl-].[Mn+2].[Cl-] (manganese(II) chloride). Run in CO (methanol). The product is ClC1(N(CCNCCNCCNCCNC1)Cl)CC(C)C.[Mn+2] (Manganese(II)dichloro(2-(2-Methylpropyl)-1,4,7,10,13-pentaazacyclopentadecane)). Isolated yield 48.0%. Reaction SMILES: [CH3:1][CH:2]([CH3:19])[CH2:3][CH:4]1[CH2:18][NH:17][CH2:16][CH2:15][NH:14][CH2:13][CH2:12][NH:11][CH2:10][CH2:9][NH:8][CH2:7][CH2:6][NH:5]1.[Cl-:20].[Mn+2:21].[Cl-:22]>CO>[Cl:20][C:4]1([CH2:3][CH:2]([CH3:19])[CH3:1])[CH2:18][NH:17][CH2:16][CH2:15][NH:14][CH2:13][CH2:12][NH:11][CH2:10][CH2:9][NH:8][CH2:7][CH2:6][N:5]1[Cl:22].[Mn+2:21] |f:1.2.3,5.6|. Procedure details: A solution of 2-(2-methylpropyl)-1,4,7,10,13-pentaazacyclopentadecane prepared as in Example 5D (0.66 g, 2.4 mmole) and anhydrous manganese(II) chloride (0.31 g, 2.4 mmole) in anhydrous methanol (40 ml) was refluxed under a dry nitrogen atmosphere overnight. The solution was filtered and the solvent removed in vacuo. The resulting yellow solid was recrystallized from THF-ethyl ether to give 0.46 g (48% yield) of the product as an off-white solid: FAB mass spectrum (NBA) m/z (relative intensity) ...